Dataset: the Open Reaction Database (ORD), a public repository of structured organic reaction records. Task: describe an organic reaction: reactants, conditions, products, and yield Starting materials: CC1C(NC2=CC=CC=C12)CCN (2-(2,3-dihydro-3-methylindol-2-yl)ethylamine), C(=O)(N1C=NC=C1)N1C=NC=C1 (1,1'-carbonyldiimidazole). Run in C1(=CC=CC=C1)C (toluene), O1CCCC1 (tetrahydrofuran). Conditions: temperature 110 celsius. The product is CC1C2N(C3=CC=CC=C13)C(NCC2)=O (3,4,4a,5-tetrahydro-5-methylpyrimido-[1,6-a]indol-1(2H)-one). Yield: 47.4%. Reaction SMILES: [CH3:1][CH:2]1[C:10]2[C:5](=[CH:6][CH:7]=[CH:8][CH:9]=2)[NH:4][CH:3]1[CH2:11][CH2:12][NH2:13].[C:14](N1C=CN=C1)(N1C=CN=C1)=[O:15]>O1CCCC1.C1(C)C=CC=CC=1>[CH3:1][CH:2]1[C:10]2[C:5](=[CH:6][CH:7]=[CH:8][CH:9]=2)[N:4]2[C:14](=[O:15])[NH:13][CH2:12][CH2:11][CH:3]12. Reported procedure: To a solution of crude 2-(2,3-dihydro-3-methylindol-2-yl)ethylamine (1.75 g) in tetrahydrofuran 12 ml) at room temperature was added in small portions 1,1'-carbonyldiimidazole (1.1 g). After being stirred for hours, the reaction mixture was evaporated in vacuo. The oil obtained was dissolved in toluene (25 ml) and the solution was heated at 110° C. for 1.5 hours. After evaporation of the solvent, the residue was purified by silica gel column chromatography (1% methanol-chloroform) to give crysta...